This data is from the Open Reaction Database (ORD), a public repository of structured organic reaction records. The task is: describe an organic reaction: reactants, conditions, products, and yield Reactants: ClC1=C(N=C2C(=N1)C=NC=C2)N2CCC(CC2)OC2=C(C=C(C=C2)F)F (3-chloro-2-(4-(2,4-difluorophenoxyl)piperidin-1-yl)pyrido[3,4-b]pyrazine), CC(C)N (propan-2-amine), CCN(C(C)C)C(C)C (DIPEA). Solvent: O1CCOCC1 (dioxane). The product is FC1=C(OC2CCN(CC2)C=2N=C3C(=NC2NC(C)C)C=NC=C3)C=CC(=C1)F (2-(4-(2,4-difluorophenoxyl)piperidin-1-yl)-N-isopropylpyrido[3,4-b]pyrazin-3-amine). Isolated yield 70.7%. As a reaction SMILES: Cl[C:2]1[N:7]=[C:6]2[CH:8]=[N:9][CH:10]=[CH:11][C:5]2=[N:4][C:3]=1[N:12]1[CH2:17][CH2:16][CH:15]([O:18][C:19]2[CH:24]=[CH:23][C:22]([F:25])=[CH:21][C:20]=2[F:26])[CH2:14][CH2:13]1.[CH3:27][CH:28]([NH2:30])[CH3:29].CCN(C(C)C)C(C)C>O1CCOCC1>[F:26][C:20]1[CH:21]=[C:22]([F:25])[CH:23]=[CH:24][C:19]=1[O:18][CH:15]1[CH2:16][CH2:17][N:12]([C:3]2[N:4]=[C:5]3[CH:11]=[CH:10][N:9]=[CH:8][C:6]3=[N:7][C:2]=2[NH:30][CH:28]([CH3:29])[CH3:27])[CH2:13][CH2:14]1. Procedure: A solution of 3-chloro-2-(4-(2,4-difluorophenoxyl)piperidin-1-yl)pyrido[3,4-b]pyrazine (2 g, 5.31 mmol), propan-2-amine (1.36 mL, 15.92 mmol) and DIPEA (1.85 mL, 10.62 mmol) in dioxane (10.62 mL) was heated at 95° C. overnight. After concentration, the residue was purified with silica gel column chromatography using a gradient of 0% to 100% EtOAc in heptanes to give the title compound (1.5 g, 71%) as an off-white solid. ESI-MS m/z [M+H]+ 400.00. The product is ClC=1C(=C(C(=C(C1)C(C)O)OC)C1CN(C1)C(=O)OC(C)(C)C)C#N (tert-Butyl 3-[3-chloro-2-cyano-5-(1-hydroxyethyl)-6-methoxyphenyl]azetidine-1-carboxylate). Conditions: temperature 20 celsius, time 15 minute. Yield: 93.7%. Reported procedure: A solution of (34-1-methyl-3,3-diphenyltetrahydro-3H-pyrrolo[1,2-c][1,3,2]oxazaborole (4.3 g, 16 mmol) in tetrahydrofuran (46 mL) was treated with 1.0 M borane-THF complex in tetrahydrofuran (19 mL, 19 mmol) and stirred at 20° C. for 15 min. The reaction mixture was cooled to −30° C. and treated with a solution of tert-butyl 3-(3-acetyl-5-chloro-6-cyano-2-methoxyphenyl)azetidine-1-carboxylate (5.7 g, 16 mmol) in tetrahydrofuran (49 mL) slowly. The flask containing the starting material ketone wa... Run in O1CCCC1 (tetrahydrofuran), O1CCCC1 (tetrahydrofuran), O1CCCC1 (tetrahydrofuran). The reactants are 34-1-methyl-3,3-diphenyltetrahydro-3H-pyrrolo[1,2-c][1,3,2]oxazaborole, C(C)(=O)C=1C(=C(C(=C(C1)Cl)C#N)C1CN(C1)C(=O)OC(C)(C)C)OC (tert-butyl 3-(3-acetyl-5-chloro-6-cyano-2-methoxyphenyl)azetidine-1-carboxylate), ketone. RXN SMILES: [C:1]([C:4]1[C:5]([O:24][CH3:25])=[C:6]([CH:13]2[CH2:16][N:15]([C:17]([O:19][C:20]([CH3:23])([CH3:22])[CH3:21])=[O:18])[CH2:14]2)[C:7]([C:11]#[N:12])=[C:8]([Cl:10])[CH:9]=1)(=[O:3])[CH3:2]>O1CCCC1>[Cl:10][C:8]1[C:7]([C:11]#[N:12])=[C:6]([CH:13]2[CH2:14][N:15]([C:17]([O:19][C:20]([CH3:22])([CH3:21])[CH3:23])=[O:18])[CH2:16]2)[C:5]([O:24][CH3:25])=[C:4]([CH:1]([OH:3])[CH3:2])[CH:9]=1. Reactants: C(C)(=O)C1=C(C(=C(OCCCS(=O)(=O)C2=CC=C(C=C2)C(CCC(=O)O)=O)C=C1)CCC)O (4-(3-(4-Acetyl-3-hydroxy-2-propylphenoxy)propylsulfonyl)-gamma-oxobenzenebutanoic acid), ClCC(CCl)OC(CCl)CCl (1,1-dichloromethylmethyl ether). Run in C(Cl)(Cl)Cl (chloroform). Product: C(C)(=O)C1=C(C(=C(OCCCS(=O)(=O)C2=CC=C(C=C2)C2=CCC(O2)=O)C=C1)CCC)O (5(4-(3-(4-acetyl-3-hydroxy-2-propylphenoxy)propylsulfonyl)phenyl)-2(3H)-furanone). RXN SMILES: [C:1]([C:4]1[CH:29]=[CH:28][C:7]([O:8][CH2:9][CH2:10][CH2:11][S:12]([C:15]2[CH:20]=[CH:19][C:18]([C:21](=O)[CH2:22][CH2:23][C:24]([OH:26])=[O:25])=[CH:17][CH:16]=2)(=[O:14])=[O:13])=[C:6]([CH2:30][CH2:31][CH3:32])[C:5]=1[OH:33])(=[O:3])[CH3:2].ClCC(OC(CCl)CCl)CCl>C(Cl)(Cl)Cl>[C:1]([C:4]1[CH:29]=[CH:28][C:7]([O:8][CH2:9][CH2:10][CH2:11][S:12]([C:15]2[CH:20]=[CH:19][C:18]([C:21]3[O:25][C:24](=[O:26])[CH2:23][CH:22]=3)=[CH:17][CH:16]=2)(=[O:14])=[O:13])=[C:6]([CH2:30][CH2:31][CH3:32])[C:5]=1[OH:33])(=[O:3])[CH3:2]. Reported procedure: The compound of Example 29, (2.0 g, 4.197 mmoles) was suspended in chloroform (120 mls) to which was added 1,1-dichloromethylmethyl ether (10 ml). The reaction mixture was heated at 40° for 48 hours, and concentrated in vacuo. The residue was recrystallized to afford the title compound, m.p. 135°-136°.